This data is from the Open Reaction Database (ORD), a public repository of structured organic reaction records. The task is: describe an organic reaction: reactants, conditions, products, and yield Reactants: CC(C)(C)OC(=O)N(C(=O)OC(C)(C)C)N(C(=O)OC(C)(C)C)c1nc(Cl)nc(Cl)c1F, CCN(C(C)C)C(C)C, NC1CCC1, CN(C)C=O. The product is CC(C)(C)OC(=O)N(C(=O)OC(C)(C)C)N(C(=O)OC(C)(C)C)c1nc(Cl)nc(NC2CCC2)c1F. As a reaction SMILES: [CH3:1][C:2]([CH3:3])([CH3:4])[O:5][C:6](=[O:7])[N:8]([N:9]([C:10](=[O:11])[O:12][C:13]([CH3:14])([CH3:15])[CH3:16])[c:17]1[n:18][c:19]([Cl:25])[n:20][c:21]([Cl:24])[c:22]1[F:23])[C:26](=[O:27])[O:28][C:29]([CH3:30])([CH3:31])[CH3:32].[CH:33]([N:34]([CH:35]([CH3:36])[CH3:37])[CH2:38][CH3:39])([CH3:40])[CH3:41].[CH:42]1([NH2:46])[CH2:43][CH2:44][CH2:45]1.[O:47]=[CH:48][N:49]([CH3:50])[CH3:51]>>[CH3:1][C:2]([CH3:3])([CH3:4])[O:5][C:6](=[O:7])[N:8]([N:9]([C:10](=[O:11])[O:12][C:13]([CH3:14])([CH3:15])[CH3:16])[c:17]1[n:18][c:19]([Cl:25])[n:20][c:21]([NH:46][CH:42]2[CH2:43][CH2:44][CH2:45]2)[c:22]1[F:23])[C:26](=[O:27])[O:28][C:29]([CH3:30])([CH3:31])[CH3:32]. Starting materials: O=C1OCc2ccc(CBr)cc21, CO, [Ca+2], [H][H], C1COCCO1, [OH-], [OH-]. Yields the product Cc1ccc2c(c1)C(=O)OC2. RXN SMILES: [Br:1][CH2:2][c:3]1[cH:4][cH:5][c:6]2[c:11]([cH:12]1)[C:9](=[O:10])[O:8][CH2:7]2.[CH3:18][OH:19].[Ca+2:14].[H:16][H:17].[O:20]1[CH2:21][CH2:22][O:23][CH2:24][CH2:25]1.[OH-:13].[OH-:15]>>[CH3:2][c:3]1[cH:4][cH:5][c:6]2[c:11]([cH:12]1)[C:9](=[O:10])[O:8][CH2:7]2. Starting materials: C1=C2C(N3C(=NC2=CC=C1)NC1=C3C=CC=C1)=O (benzimidazo[2,1-b]quinazolin-12(6H)one), C(C1=CC=CC=C1)Cl (benzyl chloride). Product: C(C1=CC=CC=C1)N1C2=C(C=CC=C2)N2C1=NC1=CC=CC=C1C2=O (6-Benzylbenzimidazo[2,1-b]quinazolin-12(6H)one). As a reaction SMILES: [CH:1]1[CH:10]=[CH:9][CH:8]=[C:7]2[C:2]=1[C:3](=[O:18])[N:4]1[C:13]3[CH:14]=[CH:15][CH:16]=[CH:17][C:12]=3[NH:11][C:5]1=[N:6]2.[CH2:19](Cl)[C:20]1[CH:25]=[CH:24][CH:23]=[CH:22][CH:21]=1>>[CH2:19]([N:11]1[C:5]2=[N:6][C:7]3[C:2]([C:3](=[O:18])[N:4]2[C:13]2[CH:14]=[CH:15][CH:16]=[CH:17][C:12]1=2)=[CH:1][CH:10]=[CH:9][CH:8]=3)[C:20]1[CH:25]=[CH:24][CH:23]=[CH:22][CH:21]=1. Procedure: 6-Benzylbenzimidazo[2,1-b]quinazolin-12(6H)one is prepared with benzimidazo[2,1-b]quinazolin-12(6H)one and benzyl chloride.